Dataset: the Open Reaction Database (ORD), a public repository of structured organic reaction records. Task: describe an organic reaction: reactants, conditions, products, and yield The reactants are FC(C=1C=C(CN(C2=NC=C(C=N2)Br)CC2=C(C=CC(=C2)C(F)(F)F)N(CCCCCCC(=O)OCC)CC)C=C(C1)C(F)(F)F)(F)F (Ethyl 7-[(2-{[(3,5-bis-trifluoromethyl-benzyl)-(5-bromo-pyrimidin-2-yl)-amino]-methyl}-4-trifluoromethyl-phenyl)-ethyl-amino]-heptanoate), C([O-])(O)=O.[Na+] (sodium bicarbonate), C(C)(C)(C)P(C1=C(C=CC=C1)C1=CC=CC=C1)C(C)(C)C (2-(di-tert-butylphosphino)biphenyl), CC(C)([O-])C.[Na+] (sodium tert-butoxide), N1CCOCC1 (morpholine). The reagents and catalysts are C=1C=CC(=CC1)/C=C/C(=O)/C=C/C2=CC=CC=C2.C=1C=CC(=CC1)/C=C/C(=O)/C=C/C2=CC=CC=C2.C=1C=CC(=CC1)/C=C/C(=O)/C=C/C2=CC=CC=C2.[Pd].[Pd] (tris(dibenzylideneacetone)dipalladium). Run in C1(=CC=CC=C1)C (toluene), C(C)(=O)OCC (ethyl acetate). Conditions: time 8 hour. The product is FC(C=1C=C(CN(C2=NC=C(C=N2)N2CCOCC2)CC2=C(C=CC(=C2)C(F)(F)F)N(CCCCCCC(=O)OCC)CC)C=C(C1)C(F)(F)F)(F)F (ethyl 7-[(2-{[(3,5-bis-trifluoromethyl-benzyl)-(5-morpholin-4-yl-pyrimidin-2-yl)-amino]-methyl}-4-trifluoromethyl-phenyl)-ethyl-amino]-heptanoate). As a reaction SMILES: [F:1][C:2]([F:48])([F:47])[C:3]1[CH:4]=[C:5]([CH:40]=[C:41]([C:43]([F:46])([F:45])[F:44])[CH:42]=1)[CH2:6][N:7]([CH2:15][C:16]1[CH:21]=[C:20]([C:22]([F:25])([F:24])[F:23])[CH:19]=[CH:18][C:17]=1[N:26]([CH2:38][CH3:39])[CH2:27][CH2:28][CH2:29][CH2:30][CH2:31][CH2:32][C:33]([O:35][CH2:36][CH3:37])=[O:34])[C:8]1[N:13]=[CH:12][C:11](Br)=[CH:10][N:9]=1.C(P(C(C)(C)C)C1C=CC=CC=1C1C=CC=CC=1)(C)(C)C.CC(C)([O-])C.[Na+].[NH:76]1[CH2:81][CH2:80][O:79][CH2:78][CH2:77]1.C(=O)(O)[O-].[Na+]>C1(C)C=CC=CC=1.C1C=CC(/C=C/C(/C=C/C2C=CC=CC=2)=O)=CC=1.C1C=CC(/C=C/C(/C=C/C2C=CC=CC=2)=O)=CC=1.C1C=CC(/C=C/C(/C=C/C2C=CC=CC=2)=O)=CC=1.[Pd].[Pd].C(OCC)(=O)C>[F:1][C:2]([F:48])([F:47])[C:3]1[CH:4]=[C:5]([CH:40]=[C:41]([C:43]([F:46])([F:45])[F:44])[CH:42]=1)[CH2:6][N:7]([CH2:15][C:16]1[CH:21]=[C:20]([C:22]([F:25])([F:24])[F:23])[CH:19]=[CH:18][C:17]=1[N:26]([CH2:38][CH3:39])[CH2:27][CH2:28][CH2:29][CH2:30][CH2:31][CH2:32][C:33]([O:35][CH2:36][CH3:37])=[O:34])[C:8]1[N:13]=[CH:12][C:11]([N:76]2[CH2:81][CH2:80][O:79][CH2:78][CH2:77]2)=[CH:10][N:9]=1 |f:2.3,5.6,8.9.10.11.12|. Procedure details: Ethyl 7-[(2-{[(3,5-bis-trifluoromethyl-benzyl)-(5-bromo-pyrimidin-2-yl)-amino]-methyl}-4-trifluoromethyl-phenyl)-ethyl-amino]-heptanoate (300 mg) is dissolved in toluene (5 ml) and thereto are added tris(dibenzylideneacetone)dipalladium (37 mg), 2-(di-tert-butylphosphino)biphenyl (48 mg), sodium tert-butoxide (58 mg), and morpholine (53 μl) and the mixture is stirred under nitrogen atmosphere at room temperature overnight. To the reaction solution are added a saturated aqueous sodium bicarbonate...